The task is: describe an organic reaction: reactants, conditions, products, and yield. This data is from the Open Reaction Database (ORD), a public repository of structured organic reaction records. Starting materials: CCOc1cc(C(C)(C)C)ncc1C1=NC(C)(c2ccc(Cl)cc2)C(C)(c2ccc(Cl)cc2)N1C(=O)N1CCN(CC(=O)O)CC1, COc1ccccc1CCN, Cl. Yields the product CCOc1cc(C(C)(C)C)ncc1C1=NC(C)(c2ccc(Cl)cc2)C(C)(c2ccc(Cl)cc2)N1C(=O)N1CCN(CC(=O)NCCc2ccccc2OC)CC1. Reaction SMILES: [C:2]([CH3:3])([CH3:4])([CH3:5])[c:6]1[cH:7][c:8]([O:45][CH2:46][CH3:47])[c:9]([C:12]2=[N:16][C:15]([CH3:17])([c:18]3[cH:19][cH:20][c:21]([Cl:24])[cH:22][cH:23]3)[C:14]([CH3:25])([c:26]3[cH:27][cH:28][c:29]([Cl:32])[cH:30][cH:31]3)[N:13]2[C:33](=[O:34])[N:35]2[CH2:36][CH2:37][N:38]([CH2:41][C:42](=[O:43])[OH:44])[CH2:39][CH2:40]2)[cH:10][n:11]1.[CH3:48][O:49][c:50]1[c:51]([CH2:56][CH2:57][NH2:58])[cH:52][cH:53][cH:54][cH:55]1.[ClH:1]>>[C:2]([CH3:3])([CH3:4])([CH3:5])[c:6]1[cH:7][c:8]([O:45][CH2:46][CH3:47])[c:9]([C:12]2=[N:16][C:15]([CH3:17])([c:18]3[cH:19][cH:20][c:21]([Cl:24])[cH:22][cH:23]3)[C:14]([CH3:25])([c:26]3[cH:27][cH:28][c:29]([Cl:32])[cH:30][cH:31]3)[N:13]2[C:33](=[O:34])[N:35]2[CH2:36][CH2:37][N:38]([CH2:41][C:42](=[O:44])[NH:58][CH2:57][CH2:56][c:51]3[c:50]([O:49][CH3:48])[cH:55][cH:54][cH:53][cH:52]3)[CH2:39][CH2:40]2)[cH:10][n:11]1. The reactants are C(C)(C)(C)OC(=O)NCC(=O)OC1(CC1)COC1=CC=C2C(=CC=NC2=C1)OC1=C(C=C(C=C1)NC(=O)C=1C(N(N(C1C)C)C1=CC=CC=C1)=O)F (1-((4-(4-(1,5-dimethyl-3-oxo-2-phenyl-2,3-dihydro-1H-pyrazole-4-carboxamido)-2-fluorophenoxy)quinolin-7-yloxy)methyl)cyclopropyl 2-(tert-butoxycarbonylamino)acetate), Cl (HCl). Run in C(C)(=O)OCC (ethyl acetate), C(C)(=O)OCC (ethyl acetate). Conditions: time 30 minute. Yields the product Cl.NCC(=O)OC1(CC1)COC1=CC=C2C(=CC=NC2=C1)OC1=C(C=C(C=C1)NC(=O)C=1C(N(N(C1C)C)C1=CC=CC=C1)=O)F (1-((4-(4-(1,5-dimethyl-3-oxo-2-phenyl-2,3-dihydro-1H-pyrazole-4-carboxamido)-2-fluorophenoxy)quinolin-7-yloxy)methyl)cyclopropyl 2-aminoacetate hydrochloride). Yield: 15.0%. As a reaction SMILES: C(OC([NH:8][CH2:9][C:10]([O:12][C:13]1([CH2:16][O:17][C:18]2[CH:27]=[C:26]3[C:21]([C:22]([O:28][C:29]4[CH:34]=[CH:33][C:32]([NH:35][C:36]([C:38]5[C:39](=[O:51])[N:40]([C:45]6[CH:50]=[CH:49][CH:48]=[CH:47][CH:46]=6)[N:41]([CH3:44])[C:42]=5[CH3:43])=[O:37])=[CH:31][C:30]=4[F:52])=[CH:23][CH:24]=[N:25]3)=[CH:20][CH:19]=2)[CH2:15][CH2:14]1)=[O:11])=O)(C)(C)C.[ClH:53]>C(OCC)(=O)C>[ClH:53].[NH2:8][CH2:9][C:10]([O:12][C:13]1([CH2:16][O:17][C:18]2[CH:27]=[C:26]3[C:21]([C:22]([O:28][C:29]4[CH:34]=[CH:33][C:32]([NH:35][C:36]([C:38]5[C:39](=[O:51])[N:40]([C:45]6[CH:46]=[CH:47][CH:48]=[CH:49][CH:50]=6)[N:41]([CH3:44])[C:42]=5[CH3:43])=[O:37])=[CH:31][C:30]=4[F:52])=[CH:23][CH:24]=[N:25]3)=[CH:20][CH:19]=2)[CH2:14][CH2:15]1)=[O:11] |f:3.4|. Reported procedure: The compound 1-((4-(4-(1,5-dimethyl-3-oxo-2-phenyl-2,3-dihydro-1H-pyrazole-4-carboxamido)-2-fluorophenoxy)quinolin-7-yloxy)methyl)cyclopropyl 2-(tert-butoxycarbonylamino)acetate (80 mg, 0.112 mmol) was dissolved in ethyl acetate (8 mL). 2 mL of HCl in ethyl acetate (0.93 mol/L) was added dropwise and the reaction was stirred at rt for 30 minute. The solid was collected by filtration and washed with ethyl acetate (10 mL×2) to afford the title compound as a white solid (11 mg, 15%).